This data is from the Open Reaction Database (ORD), a public repository of structured organic reaction records. The task is: describe an organic reaction: reactants, conditions, products, and yield The solvent is CCOC(=O)C (EtOAc), C1(=CC=CC=C1)C (toluene). Procedure details: A microwave vial containing a suspension of 2-(2-bromophenoxy)-2-methylpropanenitrile (0.173 g, 0.719 mmol), N-(4-methoxybenzyl)-N-(thiazol-2-yl)-3,4-dihydro-2H-benzo[b][1,4]oxazine-7-sulfonamide (Intermediate M; 0.2 g, 0.479 mmol), sodium t-butoxide (0.117 ml, 0.958 mmol), Xantphos (0.111 g, 0.192 mmol) and tris(dibenzylideneacetone)dipalladium (0) (0.088 g, 0.096 mmol) in toluene (9.58 ml) was purged with nitrogen and was microwave irradiated at 110° C. for 30 min. Reaction mixture was diluted... The yield is 15.9%. RXN SMILES: Br[C:2]1[CH:13]=[CH:12][CH:11]=[CH:10][C:3]=1[O:4][C:5]([CH3:9])([CH3:8])[C:6]#[N:7].[CH3:14][O:15][C:16]1[CH:41]=[CH:40][C:19]([CH2:20][N:21]([C:35]2[S:36][CH:37]=[CH:38][N:39]=2)[S:22]([C:25]2[CH:26]=[CH:27][C:28]3[NH:33][CH2:32][CH2:31][O:30][C:29]=3[CH:34]=2)(=[O:24])=[O:23])=[CH:18][CH:17]=1.CC(C)([O-])C.[Na+].CC1(C)C2C(=C(P(C3C=CC=CC=3)C3C=CC=CC=3)C=CC=2)OC2C(P(C3C=CC=CC=3)C3C=CC=CC=3)=CC=CC1=2.BrC1N=C(N(CC2C=CC(OC)=CC=2)S(C2C=CC3N(C4C=CC(C(F)(F)F)=CC=4Cl)CCOC=3C=2)(=O)=O)SN=1>C1(C)C=CC=CC=1.CCOC(C)=O>[C:6]([C:5]([O:4][C:3]1[CH:10]=[CH:11][CH:12]=[CH:13][C:2]=1[N:33]1[CH2:32][CH2:31][O:30][C:29]2[CH:34]=[C:25]([S:22]([N:21]([CH2:20][C:19]3[CH:40]=[CH:41][C:16]([O:15][CH3:14])=[CH:17][CH:18]=3)[C:35]3[S:36][CH:37]=[CH:38][N:39]=3)(=[O:23])=[O:24])[CH:26]=[CH:27][C:28]1=2)([CH3:9])[CH3:8])#[N:7] |f:2.3|. The product is C(#N)C(C)(C)OC1=C(C=CC=C1)N1C2=C(OCC1)C=C(C=C2)S(=O)(=O)N(C=2SC=CN2)CC2=CC=C(C=C2)OC (4-(2-((2-cyanopropan-2-yl)oxy)phenyl)-N-(4-methoxybenzyl)-N-(thiazol-2-yl)-3,4-dihydro-2H-benzo[b][1,4]oxazine-7-sulfonamide). Starting materials: BrC1=C(OC(C#N)(C)C)C=CC=C1 (2-(2-bromophenoxy)-2-methylpropanenitrile), COC1=CC=C(CN(S(=O)(=O)C=2C=CC3=C(OCCN3)C2)C=2SC=CN2)C=C1 (N-(4-methoxybenzyl)-N-(thiazol-2-yl)-3,4-dihydro-2H-benzo[b][1,4]oxazine-7-sulfonamide), COC1=CC=C(CN(S(=O)(=O)C=2C=CC3=C(OCCN3)C2)C=2SC=CN2)C=C1 (N-(4-methoxybenzyl)-N-(thiazol-2-yl)-3,4-dihydro-2H-benzo[b][1,4]oxazine-7-sulfonamide), CC(C)([O-])C.[Na+] (sodium t-butoxide), CC1(C2=C(C(=CC=C2)P(C3=CC=CC=C3)C4=CC=CC=C4)OC5=C(C=CC=C51)P(C6=CC=CC=C6)C7=CC=CC=C7)C (Xantphos), BrC1=NSC(=N1)N(S(=O)(=O)C=1C=CC2=C(OCCN2C2=C(C=C(C=C2)C(F)(F)F)Cl)C1)CC1=CC=C(C=C1)OC (N-(3-bromo-1,2,4-thiadiazol-5-yl)-4-(2-chloro-4-(trifluoromethyl)phenyl)-N-(4-methoxybenzyl)-3,4-dihydro-2H-benzo[b][1,4]oxazine-7-sulfonamide). The reactants are [Na] (sodium), C1(=CC=CC=C1)CO (benzenemethanol), ClC=1N=NC(=CC1)N1CCN(CC1)C1=CC(=CC=C1)C (3-chloro-6-[4-(3-methylphenyl)-1-piperazinyl]pyridazine). Run in O (water). Reaction conditions: temperature 180 celsius, time 8 hour. Yields the product CC=1C=C(C=CC1)N1CCN(CC1)C=1N=NC(=CC1)OCC1=CC=CC=C1 (3-[4-(3-methylphenyl)-1-piperazinyl]-6-(phenylmethoxy)pyridazine). Isolated yield 47.0%. As a reaction SMILES: [Na].[C:2]1([CH2:8][OH:9])[CH:7]=[CH:6][CH:5]=[CH:4][CH:3]=1.Cl[C:11]1[N:12]=[N:13][C:14]([N:17]2[CH2:22][CH2:21][N:20]([C:23]3[CH:28]=[CH:27][CH:26]=[C:25]([CH3:29])[CH:24]=3)[CH2:19][CH2:18]2)=[CH:15][CH:16]=1>O>[CH3:29][C:25]1[CH:24]=[C:23]([N:20]2[CH2:19][CH2:18][N:17]([C:14]3[N:13]=[N:12][C:11]([O:9][CH2:8][C:2]4[CH:7]=[CH:6][CH:5]=[CH:4][CH:3]=4)=[CH:16][CH:15]=3)[CH2:22][CH2:21]2)[CH:28]=[CH:27][CH:26]=1 |^1:0|. Reported procedure: To a stirred solution of 0.7 parts of sodium in 20 parts of benzenemethanol were added 5.8 parts of 3-chloro-6-[4-(3-methylphenyl)-1-piperazinyl]pyridazine. The whole was stirred and heated in an oil bath at 180° C. After standing overnight, water was added and the product was extracted with trichloromethane. The extract was dried, filtered and evaporated. 2,2'-Oxybispropane was added to the residue. The product was filtered off and crystallized from a mixture of 2-propanol and methanol. The pro... Reactants: C1(=CC=CC=C1)S(=O)(=O)N1[C@@H](C(NCC1)=O)CC#C ((R)-4-(benzenesulfonyl)-3-(prop-2-ynyl)piperazin-2-one), FC(C=1C=C(C=CC1)S(=O)(=O)N1[C@@H](C(NC=C1)=O)CC#C)(F)F ((R)-4-(3-trifluoromethylbenzenesulfonyl)-3-(prop-2-ynyl)-3,4-dihydropyrazin-2(1H)-one). Product: C(C#C)[C@@H]1C(NCCN1S(=O)(=O)C1=CC(=CC=C1)C(F)(F)F)=O ((R)-3-(prop-2-ynyl)-4-(3-(trifluoromethyl)benzenesulfonyl)piperazin-2-one). Reaction SMILES: C1(S(N2CCNC(=O)[C@H]2CC#C)(=O)=O)C=CC=CC=1.[F:20][C:21]([F:42])([F:41])[C:22]1[CH:23]=[C:24]([S:28]([N:31]2[CH:36]=[CH:35][NH:34][C:33](=[O:37])[C@H:32]2[CH2:38][C:39]#[CH:40])(=[O:30])=[O:29])[CH:25]=[CH:26][CH:27]=1>>[CH2:38]([C@H:32]1[N:31]([S:28]([C:24]2[CH:25]=[CH:26][CH:27]=[C:22]([C:21]([F:41])([F:42])[F:20])[CH:23]=2)(=[O:30])=[O:29])[CH2:36][CH2:35][NH:34][C:33]1=[O:37])[C:39]#[CH:40]. Procedure: Using the procedure described for compound 51, (R)-4-(3-trifluoromethylbenzenesulfonyl)-3-(prop-2-ynyl)-3,4-dihydropyrazin-2(1H)-one afforded the title compound as a tan solid. Starting materials: C1(=CC=CC=C1)C(C)C1=CC=C(C=C1)O (4-(1-phenyl-ethyl)-phenol), C(Cl)C1CO1 (epichlorohydrin). Product: C1(=CC=CC=C1)C(C)C1=CC=C(OCC2OC2)C=C1 (2-(4-(1-Phenyl-ethyl)-phenoxymethyl)-oxirane). As a reaction SMILES: [C:1]1([CH:7]([C:9]2[CH:14]=[CH:13][C:12]([OH:15])=[CH:11][CH:10]=2)[CH3:8])[CH:6]=[CH:5][CH:4]=[CH:3][CH:2]=1.[CH2:16]([CH:18]1[O:20][CH2:19]1)Cl>>[C:1]1([CH:7]([C:9]2[CH:10]=[CH:11][C:12]([O:15][CH2:16][CH:18]3[CH2:19][O:20]3)=[CH:13][CH:14]=2)[CH3:8])[CH:2]=[CH:3][CH:4]=[CH:5][CH:6]=1. Reported procedure: The title compound was prepared from 4-(1-phenyl-ethyl)-phenol and epichlorohydrin employing the procedures as set forth in Step 1 of Example 2.